From a dataset of the Open Reaction Database (ORD), a public repository of structured organic reaction records. describe an organic reaction: reactants, conditions, products, and yield Starting materials: CN(C)CC1=CC=2CN(CCC2O1)CCCCCCC1=CC=CC=C1 (N,N-Dimethyl-[5-(6-phenylhexyl)-4,5,6,7-tetrahydrofuro[3,2-c]pyridin-2-ylmethyl)amine), Cl (hydrogen chloride). Solvent: CO (methanol), CO (methanol). Yields the product Cl.Cl.CN(C)CC1=CC=2CN(CCC2O1)CCCCCCC1=CC=CC=C1 (N,N-dimethyl-[5-(6-phenylhexyl)-4,5,6,7-tetrahydrofuro[3,2-c]pyridin-2-ylmethyl]amine dihydrochloride). Reaction SMILES: [CH3:1][N:2]([CH2:4][C:5]1[O:13][C:12]2[CH2:11][CH2:10][N:9]([CH2:14][CH2:15][CH2:16][CH2:17][CH2:18][CH2:19][C:20]3[CH:25]=[CH:24][CH:23]=[CH:22][CH:21]=3)[CH2:8][C:7]=2[CH:6]=1)[CH3:3].[ClH:26]>CO>[ClH:26].[ClH:26].[CH3:1][N:2]([CH2:4][C:5]1[O:13][C:12]2[CH2:11][CH2:10][N:9]([CH2:14][CH2:15][CH2:16][CH2:17][CH2:18][CH2:19][C:20]3[CH:21]=[CH:22][CH:23]=[CH:24][CH:25]=3)[CH2:8][C:7]=2[CH:6]=1)[CH3:3] |f:3.4.5|. Procedure: N,N-Dimethyl-[5-(6-phenylhexyl)-4,5,6,7-tetrahydrofuro[3,2-c]pyridin-2-ylmethyl)amine 0.199 g was dissolved in 2 ml of methanol; hydrogen chloride in methanol was added in excess, followed by stirring. After this mixture was concentrated, diethyl ether was added; the resulting solid was filtered and washed with diethyl ether to yield the desired product. Reactants: Cl (hydrochloric acid), CC1=C2C(=NC=C1)NC(=C2)C2=CC=NC=C2 (4-methyl-2-(pyridin-4-yl)-1H-pyrrolo[2,3-b]pyridine), BrC1=CC=C(C=C1)F (4-bromofluorobenzene), C([O-])([O-])=O.[Na+].[Na+] (sodium carbonate). The reagents and catalysts are [Cu](Br)Br (copper bromide). Run in CN1C(CCC1)=O (N-methylpyrrolidone). Conditions: temperature 180 celsius, time 24 hour. Product: FC1=CC=C(C=C1)N1C(=CC=2C1=NC=CC2C)C2=CC=NC=C2 (1-(4-fluorophenyl)-4-methyl-2-(pyridin-4-yl)-1H-pyrrolo[2,3-b]pyridine). Isolated yield 6.9%. As a reaction SMILES: [CH3:1][C:2]1[CH:7]=[CH:6][N:5]=[C:4]2[NH:8][C:9]([C:11]3[CH:16]=[CH:15][N:14]=[CH:13][CH:12]=3)=[CH:10][C:3]=12.Br[C:18]1[CH:23]=[CH:22][C:21]([F:24])=[CH:20][CH:19]=1.C(=O)([O-])[O-].[Na+].[Na+].Cl>CN1CCCC1=O.[Cu](Br)Br>[F:24][C:21]1[CH:22]=[CH:23][C:18]([N:8]2[C:4]3=[N:5][CH:6]=[CH:7][C:2]([CH3:1])=[C:3]3[CH:10]=[C:9]2[C:11]2[CH:16]=[CH:15][N:14]=[CH:13][CH:12]=2)=[CH:19][CH:20]=1 |f:2.3.4|. Procedure: To a solution of 4-methyl-2-(pyridin-4-yl)-1H-pyrrolo[2,3-b]pyridine (0.3 g, 1.43 inmol) in N-methylpyrrolidone (5 ml) was added 4-bromofluorobenzene (0.57 ml, 5.2 mmol), copper bromide (0.205 g, 1.43 mmol) and sodium carbonate (0.15 g, 1.43 mmol) and the reaction mixture was heated to 180° C. under argon. After 24 h, the reaction mixture was cooled and poured into 10% hydrochloric acid (50 ml). The solution was filtered through Celite® and the filtrate was neutralized to pH 7 with 10% sodium hy... As a reaction SMILES: CS(O[CH2:6][CH2:7][CH2:8][CH2:9][O:10][C:11]1[CH:23]=[CH:22][C:14]2[C:15]([CH3:21])([CH3:20])[O:16][C:17](=[O:19])[NH:18][C:13]=2[CH:12]=1)(=O)=O.[SH:24][C:25]1[CH:30]=[CH:29][CH:28]=[CH:27][N:26]=1>>[N:26]1[CH:27]=[CH:28][CH:29]=[CH:30][C:25]=1[S:24][CH2:6][CH2:7][CH2:8][CH2:9][O:10][C:11]1[CH:23]=[CH:22][C:14]2[C:15]([CH3:20])([CH3:21])[O:16][C:17](=[O:19])[NH:18][C:13]=2[CH:12]=1. The reactants are CS(=O)(=O)OCCCCOC1=CC2=C(C(OC(N2)=O)(C)C)C=C1 (7-(4-methanesulfonyloxy-butoxy)-4,4-dimethyl-4H-3,1-benzoxazin-2-one), SC1=NC=CC=C1 (2-mercapto-pyridine). Procedure: Prepared analogously to Example 210 from 7-(4-methanesulfonyloxy-butoxy)-4,4-dimethyl-4H-3,1-benzoxazin-2-one and 2-mercapto-pyridine. The product is N1=C(C=CC=C1)SCCCCOC1=CC2=C(C(OC(N2)=O)(C)C)C=C1 (7-[4-(2-Pyridylmercapto)-butoxy]-4,4-dimethyl-4H-3,1-benzoxazin-2-one). The reactants are [OH-].[Na+] (sodium hydroxide), [N-]=[N+]=[N-].[Na+] (sodium azide), dichloride, ClC1=C(C=CC=C1)[N+]#[C-] (2-chlorophenylisocyanide). Run in O (water), O (water), CC(=O)C (acetone). Run at temperature 50 celsius. Yields the product C1=CC=C(C(=C1)N2C(=O)N=NN2)Cl (1-(2-chlorophenyl)-5(4H)-tetrazolinone). Yield: 94.0%. As a reaction SMILES: [N-:1]=[N+:2]=[N-:3].[Na+].[OH-:5].[Na+].[Cl:7][C:8]1[CH:13]=[CH:12][CH:11]=[CH:10][C:9]=1[N+:14]#[C-:15]>O.CC(C)=O>[CH:11]1[CH:10]=[C:9]([N:14]2[NH:3][N:2]=[N:1][C:15]2=[O:5])[C:8]([Cl:7])=[CH:13][CH:12]=1 |f:0.1,2.3|. Procedure details: To sodium azide (0.65 g) dissolved in water (3.5 ml) a solution of 2-chlorophenylisocyanide, dichloride (2.09 g) in acetone (8 ml) was added with stirring. The mixture was heated to 50° C. and stirred for 15 minutes while maintaining this temperature. Thereafter, the mixture was heated for further 30 minutes with refluxing. An aqueous sodium hydroxide solution (about 40%, 2.5 g) and water (5 ml) were added thereto and the mixture was heated for 5 hours under stirring. After completing the reacti... Reactants: O (Water), ClC1=C(C=C2C=C(NC2=C1)C(NC(C(F)(F)F)C1=CC(=CC=C1)C(F)(F)F)=O)CNC(OC(C)(C)C)=O (tert-Butyl {[6-chloro-2-({2,2,2-trifluoro-1-[3-(trifluoromethyl)phenyl]ethyl}carbamoyl)-1H-indol-5-yl]methyl}carbamate), ICC (iodoethane), [H-].[Na+] (Sodium hydride). The solvent is C(C)(=O)OCC (ethyl acetate), CN(C=O)C (N,N-dimethylformamide). Yields the product ClC1=C(C=C2C=C(N(C2=C1)CC)C(NC(C(F)(F)F)C1=CC(=CC=C1)C(F)(F)F)=O)CNC(OC(C)(C)C)=O (tert-butyl {[6-chloro-1-ethyl-2-({2,2,2-trifluoro-1-[3-(trifluoromethyl)phenyl]ethyl}carbamoyl)-1H-indol-5-yl]methyl}carbamate). Isolated yield 60.1%. Reaction SMILES: [Cl:1][C:2]1[CH:10]=[C:9]2[C:5]([CH:6]=[C:7]([C:11](=[O:28])[NH:12][CH:13]([C:18]3[CH:23]=[CH:22][CH:21]=[C:20]([C:24]([F:27])([F:26])[F:25])[CH:19]=3)[C:14]([F:17])([F:16])[F:15])[NH:8]2)=[CH:4][C:3]=1[CH2:29][NH:30][C:31](=[O:37])[O:32][C:33]([CH3:36])([CH3:35])[CH3:34].[H-].[Na+].I[CH2:41][CH3:42].O>CN(C)C=O.C(OCC)(=O)C>[Cl:1][C:2]1[CH:10]=[C:9]2[C:5]([CH:6]=[C:7]([C:11](=[O:28])[NH:12][CH:13]([C:18]3[CH:23]=[CH:22][CH:21]=[C:20]([C:24]([F:25])([F:27])[F:26])[CH:19]=3)[C:14]([F:16])([F:17])[F:15])[N:8]2[CH2:41][CH3:42])=[CH:4][C:3]=1[CH2:29][NH:30][C:31](=[O:37])[O:32][C:33]([CH3:34])([CH3:36])[CH3:35] |f:1.2|. Procedure: tert-Butyl {[6-chloro-2-({2,2,2-trifluoro-1-[3-(trifluoromethyl)phenyl]ethyl}carbamoyl)-1H-indol-5-yl]methyl}carbamate (90% pure; 0.74 g, 1.21 mmol) was dissolved under argon at 0° C. in N,N-dimethylformamide (12.5 ml). Sodium hydride (60%; 0.053 g, 1.33 mmol) was added and the mixture was stirred while cooling with ice for 2 h. Subsequently, iodoethane (0.19 g, 1.21 mmol) was added dropwise. The reaction mixture was thawed while stirring within 16 h. Water and ethyl acetate were added and the p... Reactants: CS(=O)(=O)Cl, CCN(C(C)C)C(C)C, ClCCl, CC(C)c1nc(CO)cs1. The product is CC(C)c1nc(COS(C)(=O)=O)cs1. As a reaction SMILES: [CH3:20][S:21]([Cl:22])(=[O:23])=[O:24].[CH:11]([N:12]([CH:13]([CH3:14])[CH3:15])[CH2:16][CH3:17])([CH3:18])[CH3:19].[Cl:25][CH2:26][Cl:27].[OH:1][CH2:2][c:3]1[n:4][c:5]([CH:8]([CH3:9])[CH3:10])[s:6][cH:7]1>>[O:1]([CH2:2][c:3]1[n:4][c:5]([CH:8]([CH3:9])[CH3:10])[s:6][cH:7]1)[S:21]([CH3:20])(=[O:23])=[O:24].